Dataset: the Open Reaction Database (ORD), a public repository of structured organic reaction records. Task: describe an organic reaction: reactants, conditions, products, and yield Starting materials: ClC1=C(C(=O)O)C=CC=C1 (2-chlorobenzoic acid), FC1=CC=C(C=C1)C(CN)C=1C=NC(=CC1)C(F)(F)F (2-(4-fluorophenyl)-2-(6-(trifluoromethyl)pyridin-3-yl)ethanamine). Product: ClC1=C(C(=O)NCC(C=2C=NC(=CC2)C(F)(F)F)C2=CC=C(C=C2)F)C=CC=C1 (2-chloro-N-(2-(4-fluorophenyl)-2-(6-(trifluoromethyl)pyridin-3-yl)ethyl)benzamide). Reaction SMILES: [Cl:1][C:2]1[CH:10]=[CH:9][CH:8]=[CH:7][C:3]=1[C:4]([OH:6])=O.[F:11][C:12]1[CH:17]=[CH:16][C:15]([CH:18]([C:21]2[CH:22]=[N:23][C:24]([C:27]([F:30])([F:29])[F:28])=[CH:25][CH:26]=2)[CH2:19][NH2:20])=[CH:14][CH:13]=1>>[Cl:1][C:2]1[CH:10]=[CH:9][CH:8]=[CH:7][C:3]=1[C:4]([NH:20][CH2:19][CH:18]([C:15]1[CH:14]=[CH:13][C:12]([F:11])=[CH:17][CH:16]=1)[C:21]1[CH:22]=[N:23][C:24]([C:27]([F:30])([F:28])[F:29])=[CH:25][CH:26]=1)=[O:6]. Reported procedure: From 2-chlorobenzoic acid and 2-(4-fluorophenyl)-2-(6-(trifluoromethyl)pyridin-3-yl)ethanamine. LCMS (MH+): m/z=423.1, tR (minutes, Method G)=2.58 Reactants: [Al+3], O=C1OC(=O)c2cc(Br)ccc21, CCOC(C)=O, [Cl-], [Cl-], [Cl-], Clc1ccccc1Cl, O, c1ccccc1. The product is O=C(O)c1ccc(Br)cc1C(=O)c1ccccc1. RXN SMILES: [Al+3:16].[Br:19][c:20]1[cH:21][cH:22][c:23]2[c:24]([cH:30]1)[C:25](=[O:26])[O:27][C:28]2=[O:29].[CH3:32][CH2:33][O:34][C:35](=[O:36])[CH3:37].[Cl-:15].[Cl-:17].[Cl-:18].[Cl:7][c:8]1[cH:9][cH:10][cH:11][cH:12][c:13]1[Cl:14].[OH2:31].[cH:1]1[cH:2][cH:3][cH:4][cH:5][cH:6]1>>[c:1]1([C:25]([c:24]2[c:23]([C:28](=[O:27])[OH:29])[cH:22][cH:21][c:20]([Br:19])[cH:30]2)=[O:26])[cH:2][cH:3][cH:4][cH:5][cH:6]1. Starting materials: CC1CCC(CC1)C(CC)O (1-(4-methylcyclohexyl)propan-1-ol), Na2Cr2O7. The solvent is C(C)(C)(C)OC (methyl tert-butyl ether), O (water), OS(=O)(=O)O (H2SO4). Conditions: temperature 22.5 celsius, time 16 hour. The product is C(C)C(=O)C1CCC(CC1)C (4-methylcyclohexyl ethyl ketone). Yield: 74.1%. As a reaction SMILES: [CH3:1][CH:2]1[CH2:7][CH2:6][CH:5]([CH:8]([OH:11])[CH2:9][CH3:10])[CH2:4][CH2:3]1>C(OC)(C)(C)C.O.OS(O)(=O)=O>[CH2:9]([C:8]([CH:5]1[CH2:4][CH2:3][CH:2]([CH3:1])[CH2:7][CH2:6]1)=[O:11])[CH3:10]. Reported procedure: A solution of 44 g (0.3 mol) of the alcohol of Example 1 in 200 ml of methyl tert-butyl ether (MTBE) was treated at not more than 20° C. with a solution of 42.9 g of Na2Cr2O7*2H2O in 210 ml of water and 35 ml of concentrated H2SO4. After the mixture had been stirred for approximately 16 hours at 20-25° C., the phases were separated and the aqueous phase was extracted with MTBE. After washing with water and drying, the combined organic phases [lacuna] distilled. The distillation gave 34.3 g of 4-... The reactants are CCN=C=NCCCN(C)C (EDCI), OC1=CC=CC=2NN=NC21 (hydroxybenzotriazole), C(=O)(OC(C)(C)C)NC1=CC=C(C(=O)O)C=C1 (N-BOC-4-aminobenzoic acid), Cl.COC([C@@H](N)CCSC)=O (methionine methyl ester hydrochloride). The solvent is C(C)N(CC)CC (triethylamine), C(Cl)Cl (CH2Cl2), C(Cl)Cl (CH2Cl2). Reaction conditions: time 8 hour. The product is COC([C@@H](N(C(=O)OC(C)(C)C)C(C1=CC=C(C=C1)N)=O)CCSC)=O (N-BOC-4-aminobenzoyl methionine methyl ester). Yield: 68.7%. Reaction SMILES: [C:1](NC1C=CC(C(O)=O)=CC=1)([O:3][C:4]([CH3:7])([CH3:6])[CH3:5])=[O:2].Cl.[CH3:19][O:20][C:21](=[O:28])[C@H:22]([CH2:24][CH2:25][S:26][CH3:27])[NH2:23].CCN=C=N[CH2:34][CH2:35][CH2:36][N:37](C)C.[OH:40][C:41]1C2N=NNC=2[CH:44]=[CH:43][CH:42]=1>C(Cl)Cl.C(N(CC)CC)C>[CH3:19][O:20][C:21](=[O:28])[C@H:22]([CH2:24][CH2:25][S:26][CH3:27])[N:23]([C:41](=[O:40])[C:42]1[CH:34]=[CH:35][C:36]([NH2:37])=[CH:44][CH:43]=1)[C:1]([O:3][C:4]([CH3:5])([CH3:6])[CH3:7])=[O:2] |f:1.2|. Procedure details: Into a dried, nitrogen filled flask was placed N-BOC-4-aminobenzoic acid (8.77 g, 36.97 mmol) in dry CH2Cl2 (148 ml) along with methionine methyl ester hydrochloride (8.12 g, 40.66 mmol). This solution was cooled in an ice bath and triethylamine (6.7 ml), EDCI (7.80 g, 40.66 mmol) and hydroxybenzotriazole (HOBT, 5.50 g, 40.66 mmol) were added. The mixture was stirred overnight, diluted with more CH2Cl2 and was extracted 3 times each with 1M HCl, 1M NaHCO3 and water. The CH2Cl2 was dried over MgS...